This data is from the Open Reaction Database (ORD), a public repository of structured organic reaction records. The task is: describe an organic reaction: reactants, conditions, products, and yield Reactants: NC1=NC2=CC=CC=C2C=C1C(=O)N (2-aminoquinoline-3-carboxamide), C(C(=O)N)(=O)OCC (ethyl oxamate), C[O-].[Na+] (sodium methoxide). Solvent: C(CO)O (ethylene glycol). Run at temperature 170 celsius. Product: N1=C(NC(C=2C1=NC1=CC=CC=C1C2)=O)C(=O)N (Pyrimido[4,5-b]Quinolin-4(3H)-One-2-Carboxamide). Reaction SMILES: [NH2:1][C:2]1[C:11]([C:12]([NH2:14])=[O:13])=[CH:10][C:9]2[C:4](=[CH:5][CH:6]=[CH:7][CH:8]=2)[N:3]=1.[C:15](OCC)(=O)[C:16]([NH2:18])=[O:17].C[O-].[Na+]>C(O)CO>[N:1]1[C:2]2=[N:3][C:4]3[C:9]([CH:10]=[C:11]2[C:12](=[O:13])[NH:14][C:15]=1[C:16]([NH2:18])=[O:17])=[CH:8][CH:7]=[CH:6][CH:5]=3 |f:2.3|. Procedure: A mixture of 2-aminoquinoline-3-carboxamide (2.0 g., 1.15 millimoles) ethyl oxamate (2.71 g., 23.1 millimoles), ethylene glycol (10 ml.) and sodium methoxide (10 mg.) is heated at 170° C. for 1 hour. The product is precipitated by slow addition of ice cold methanol (50 ml.) to the hot reaction mixture followed by chilling in an ice bath. It is filtered off, washed with cold methanol and dried in vacuo. Yield = 0.768 g. (28%). M.P. 320° C. The reactants are C(C=C)OCC(=O)C1=CC=C(C#N)C=C1 (4-[2-(2-propenyloxy)acetyl]benzonitrile), O (water), [C-]#N.[K+] (potassium cyanide), C([O-])([O-])=O.[NH4+].[NH4+] (ammonium carbonate). Run in CCO (EtOH). Reaction conditions: temperature 55 celsius. The product is O=C1NC(C(N1)(COCC=C)C1=CC=C(C#N)C=C1)=O (4-[2,5-Dioxo-4-[(2-propenyloxy)methyl]imidazolidin-4-yl]benzonitrile). As a reaction SMILES: [CH2:1]([O:4][CH2:5][C:6]([C:8]1[CH:15]=[CH:14][C:11]([C:12]#[N:13])=[CH:10][CH:9]=1)=O)[CH:2]=[CH2:3].[OH2:16].[C-:17]#[N:18].[K+].[C:20](=[O:23])([O-])[O-].[NH4+:24].[NH4+]>CCO>[O:16]=[C:17]1[NH:24][C:6]([C:8]2[CH:15]=[CH:14][C:11]([C:12]#[N:13])=[CH:10][CH:9]=2)([CH2:5][O:4][CH2:1][CH:2]=[CH2:3])[C:20](=[O:23])[NH:18]1 |f:2.3,4.5.6|. Reported procedure: To a solution of 500 mg of 4-[2-(2-propenyloxy)acetyl]benzonitrile (in EtOH (5 mL) and water (5 mL) is added 324 mg potassium cyanide and 1.67 g of ammonium carbonate. The mixture is refluxed overnight at 55° C. The mixture is extracted with ethyl acetate, dried over magnesium sulfate and concentrated under vacuum to give the desired compound. The product is NCc1ccc(N2CC(C(=O)O)OC2=O)cc1. The reactants are CC(C)(C)OC(=O)NCc1ccc(N2CC(C(=O)O)OC2=O)cc1, Cl, C1COCCO1. As a reaction SMILES: [C:1]([O:2][C:3](=[O:4])[NH:8][CH2:9][c:10]1[cH:11][cH:12][c:13]([N:16]2[C:17](=[O:24])[O:18][CH:19]([C:21](=[O:22])[OH:23])[CH2:20]2)[cH:14][cH:15]1)([CH3:5])([CH3:6])[CH3:7].[ClH:25].[O:26]1[CH2:27][CH2:28][O:29][CH2:30][CH2:31]1>>[NH2:8][CH2:9][c:10]1[cH:11][cH:12][c:13]([N:16]2[C:17](=[O:24])[O:18][CH:19]([C:21](=[O:22])[OH:23])[CH2:20]2)[cH:14][cH:15]1. The reactants are C#Cc1ccc(N)cc1, CS(=O)(=O)Cl, ClCCl, c1ccncc1. Product: C#Cc1ccc(NS(C)(=O)=O)cc1. Reaction SMILES: [C:1](#[CH:2])[c:3]1[cH:4][cH:5][c:6]([NH2:7])[cH:8][cH:9]1.[CH3:16][S:17]([Cl:18])(=[O:19])=[O:20].[Cl:21][CH2:22][Cl:23].[cH:10]1[cH:11][cH:12][n:13][cH:14][cH:15]1>>[C:1](#[CH:2])[c:3]1[cH:4][cH:5][c:6]([NH:7][S:17]([CH3:16])(=[O:19])=[O:20])[cH:8][cH:9]1. Reactants: CSC(=N)N[N+](=O)[O-], CCO, CNCc1ccc(Cl)nc1. Product: CN(Cc1ccc(Cl)nc1)C(=N)N[N+](=O)[O-]. As a reaction SMILES: [CH3:11][S:12][C:13]([NH:14][N+:15](=[O:16])[O-:17])=[NH:18].[CH3:19][CH2:20][OH:21].[Cl:1][c:2]1[cH:3][cH:4][c:5]([CH2:8][NH:9][CH3:10])[cH:6][n:7]1>>[Cl:1][c:2]1[cH:3][cH:4][c:5]([CH2:8][N:9]([CH3:10])[C:13]([NH:14][N+:15](=[O:16])[O-:17])=[NH:18])[cH:6][n:7]1. Reactants: [Li]CCCC (BuLi), ClC1=C(C=C(C=C1)OC1=C(C=O)C=CC=C1)C(F)(F)F ({[4-chloro-3-(trifluoromethyl)phenyl]oxy}benzaldehyde). The reagents and catalysts are [Br-].C[P+](C1=CC=CC=C1)(C1=CC=CC=C1)C1=CC=CC=C1 (methyl(triphenyl)phosphonium bromide). Run in O1CCCC1 (THF), O1CCCC1 (tetrahydrofuran). Conditions: temperature 0 celsius, time 15 minute. Yields the product C(=C)C1=CC=C(C=C1)OC1=CC(=C(C=C1)Cl)C(F)(F)F (4-chloro-3-(trifluoromethyl)phenyl 4-ethenylphenyl ether). The yield is 74.2%. RXN SMILES: [Li][CH2:2][CH2:3][CH2:4][CH3:5].[Cl:6][C:7]1[CH:12]=[CH:11][C:10]([O:13][C:14]2[CH:21]=CC=C[C:15]=2[CH:16]=O)=[CH:9][C:8]=1[C:22]([F:25])([F:24])[F:23]>[Br-].C[P+](C1C=CC=CC=1)(C1C=CC=CC=1)C1C=CC=CC=1.O1CCCC1>[CH:4]([C:3]1[CH:2]=[CH:21][C:14]([O:13][C:10]2[CH:11]=[CH:12][C:7]([Cl:6])=[C:8]([C:22]([F:24])([F:23])[F:25])[CH:9]=2)=[CH:15][CH:16]=1)=[CH2:5] |f:2.3|. Procedure details: To a suspension of methyl(triphenyl)phosphonium bromide (5.56 g, 15.57 mmol) in anhydrous tetrahydrofuran (THF) (50 mL) was added BuLi (9.5 ml, 15.20 mmol) dropwise at 0° C. The reaction mixture was turned to clear and stirred for 15 min at 0° C., then a solution of -{[4-chloro-3-(trifluoromethyl)phenyl]oxy}benzaldehyde (4.07 g, 13.54 mmol) in THF (10 mL) was added. The reaction mixture was warmed to rt and stirred for 1 h, quenched by sat. NH4Cl, and then concentrated. The residue was dissolved... The reactants are CCOP(=O)(OCC)C(C)(C)c1ccc([N+](=O)[O-])cc1, CO. Product: CCOP(=O)(OCC)C(C)(C)c1ccc(N)cc1. Reaction SMILES: [CH2:1]([CH3:2])[O:3][P:4]([O:5][CH2:6][CH3:7])(=[O:8])[C:9]([CH3:10])([CH3:11])[c:12]1[cH:13][cH:14][c:15]([N+:18]([O-:19])=[O:20])[cH:16][cH:17]1.[CH3:21][OH:22]>>[CH2:1]([CH3:2])[O:3][P:4]([O:5][CH2:6][CH3:7])(=[O:8])[C:9]([CH3:10])([CH3:11])[c:12]1[cH:13][cH:14][c:15]([NH2:18])[cH:16][cH:17]1.